This data is from the Open Reaction Database (ORD), a public repository of structured organic reaction records. The task is: describe an organic reaction: reactants, conditions, products, and yield Starting materials: NC=1C(=CC(=C(C#N)C1)CCCC=O)Cl (5-amino-4-chloro-2-(4-oxobutyl)benzonitrile), C1CCOC1 (THF), [BH4-].[Na+] (NaBH4). Run in CO (MeOH). Run at temperature 0 celsius, time 2 hour. The product is NC=1C(=CC(=C(C#N)C1)CCCCO)Cl (5-amino-4-chloro-2-(4-hydroxybutyl)benzonitrile). Yield: 47.4%. Reaction SMILES: [NH2:1][C:2]1[C:3]([Cl:15])=[CH:4][C:5]([CH2:10][CH2:11][CH2:12][CH:13]=[O:14])=[C:6]([CH:9]=1)[C:7]#[N:8].C1COCC1.[BH4-].[Na+]>CO>[NH2:1][C:2]1[C:3]([Cl:15])=[CH:4][C:5]([CH2:10][CH2:11][CH2:12][CH2:13][OH:14])=[C:6]([CH:9]=1)[C:7]#[N:8] |f:2.3|. Procedure: 5-amino-4-chloro-2-(4-oxobutyl)benzonitrile (544 mg, 2.443 mmol) was taken up in MeOH (6 mL) and THF (2.000 mL) and cooled to 0° C. NaBH4 (277 mg, 7.33 mmol) was added, and the reaction was stirred at 0° C. for 2 h (reaction followed by TLC until no SM detected). The reaction was quenched with water and extracted 2× with DCM. The organic layers were combined, dried over Na2SO4, filtered, and concentrated. The material was purified by flash column chromatography (0-50% EtOAc/DCM; 40 g column). 5-... Reactants: COC(=O)Cc1ccc(OC)c(-c2ccc(C(F)(F)F)cc2CBr)c1, CC1=NCCN1, [H-], [Na+], CN(C)C=O. Yields the product COC(=O)Cc1ccc(OC)c(-c2ccc(C(F)(F)F)cc2CN2CCN=C2C)c1. RXN SMILES: [CH3:1][O:2][C:3]([CH2:4][c:5]1[cH:6][c:7](-[c:13]2[c:14]([CH2:23][Br:24])[cH:15][c:16]([C:19]([F:20])([F:21])[F:22])[cH:17][cH:18]2)[c:8]([O:11][CH3:12])[cH:9][cH:10]1)=[O:25].[CH3:26][C:27]1=[N:31][CH2:30][CH2:29][NH:28]1.[H-:32].[Na+:33].[O:34]=[CH:35][N:36]([CH3:37])[CH3:38]>>[CH3:1][O:2][C:3]([CH2:4][c:5]1[cH:6][c:7](-[c:13]2[c:14]([CH2:23][N:31]3[C:27]([CH3:26])=[N:28][CH2:29][CH2:30]3)[cH:15][c:16]([C:19]([F:20])([F:21])[F:22])[cH:17][cH:18]2)[c:8]([O:11][CH3:12])[cH:9][cH:10]1)=[O:25]. Reported procedure: A solution of 4.00 g (21 mmol) of 3-ketohexanedioic acid dimethyl ester [B. J. Whitlock and H. W. Whitlock, J. Org. Chem., 39:3144 (1974)] in 100 mL of benzene was refluxed in the presence of 14.5 g (230 mmol) of ethylene glycol and 100 mg of p-toluene-sulfonic acid while water was azeotropically removed in a Dean-Stark trap. After 2.5 h, the mixture was cooled and washed with equal volumes of saturated sodium bicarbonate solution and water. The benzene layer was dried (MgSO4) and reduced to dry... Solvent: C1=CC=CC=C1 (benzene), C(C)O (ethanol). The reagents and catalysts are C1(=CC=C(C=C1)S(=O)(=O)O)C (p-toluene-sulfonic acid). RXN SMILES: C[O:2][C:3](=O)[CH2:4][C:5](=[O:12])[CH2:6][CH2:7][C:8]([O:10]C)=[O:9].[CH2:14]([OH:17])[CH2:15][OH:16].O.[OH-].[K+]>C1C=CC=CC=1.C(O)C.C1(C)C=CC(S(O)(=O)=O)=CC=1>[CH2:14]1[O:17][C:3]([OH:2])([CH2:4][C:5](=[O:12])[CH2:6][CH2:7][C:8]([OH:10])=[O:9])[O:16][CH2:15]1 |f:3.4|. Yields the product C1COC(CC(CCC(=O)O)=O)(O)O1 (3-ketohexanedioic acid ethylene ketal). Run at time 2.5 hour. Yield: 100.3%. The reactants are COC(CC(CCC(=O)OC)=O)=O (3-ketohexanedioic acid dimethyl ester), C(CO)O (ethylene glycol), O (water), ketal, [OH-].[K+] (KOH), O (water).